Dataset: the Open Reaction Database (ORD), a public repository of structured organic reaction records. Task: describe an organic reaction: reactants, conditions, products, and yield Starting materials: N1(CCOCC1)C(=O)C1=CC=C(C=C1)[C@@H]1CC(CC1)=O ((3S)-3-[4-(Morpholine-4-carbonyl)phenyl]-cyclopentanone), amine, ketone, ClC=1C=C(C=CC1)[C@@H](C)N ((R)-1-(3-chlorophenyl)ethanamine). Product: ClC=1C=C(C=CC1)[C@@H](C)NC1C[C@H](CC1)C1=CC=C(C=C1)C(=O)N1CCOCC1 ([4-[(1S,3R/S)-3-[[(1R)-1-(3-chlorophenyl)ethyl]amino]cyclopentyl]-phenyl]morpholino-methanone). Reaction SMILES: [N:1]1([C:7]([C:9]2[CH:14]=[CH:13][C:12]([C@H:15]3[CH2:19][CH2:18][C:17](=O)[CH2:16]3)=[CH:11][CH:10]=2)=[O:8])[CH2:6][CH2:5][O:4][CH2:3][CH2:2]1.[Cl:21][C:22]1[CH:23]=[C:24]([C@H:28]([NH2:30])[CH3:29])[CH:25]=[CH:26][CH:27]=1>>[Cl:21][C:22]1[CH:23]=[C:24]([C@H:28]([NH:30][CH:17]2[CH2:18][CH2:19][C@H:15]([C:12]3[CH:13]=[CH:14][C:9]([C:7]([N:1]4[CH2:6][CH2:5][O:4][CH2:3][CH2:2]4)=[O:8])=[CH:10][CH:11]=3)[CH2:16]2)[CH3:29])[CH:25]=[CH:26][CH:27]=1. Procedure details: General procedure B was followed using (3S)-3-[4-(Morpholine-4-carbonyl)phenyl]-cyclopentanone (preparation 15) as the ketone and (R)-1-(3-chlorophenyl)ethanamine as the amine. 1H NMR (600 MHz, DMSO) δ 7.44-7.42 (m, 1H), 7.35-7.22 (m, 7H), 3.76 (q, J=6.6 Hz, 1H), 3.57 (br m, 4H), 3.33 (br m, 4H), 3.27-3.19 (m, 1H), 3.02 (m, 1H), 2.07 (m, 1H), 1.93 (m, 1H), 1.77-1.41 (m, 4H), 1.23 (d, J=5.3 Hz, 3H). Reactants: NC1=C(C=NC(=C1)N)C(=O)N (4,6-diamino-3-pyridylcarboxamide), C(OCC)(OCC)OCC ((EtO)3CH). Yields the product NC1=CC=2N=CNC(C2C=N1)=O (7-amino-4-oxo-3H-pyrido[4,3-d]pyrimidine), solid. RXN SMILES: [NH2:1][C:2]1[CH:7]=[C:6]([NH2:8])[N:5]=[CH:4][C:3]=1[C:9]([NH2:11])=[O:10].[CH:12](OCC)(OCC)OCC>>[NH2:8][C:6]1[N:5]=[CH:4][C:3]2[C:9](=[O:10])[NH:11][CH:12]=[N:1][C:2]=2[CH:7]=1. Reported procedure: Crude 4,6-diamino-3-pyridylcarboxamide (9.2 g) is heated in purified (EtO)3CH (distilled from Na, 60 mL) at 170° C. for 1.5 d. After removing the solvent, the residue is dissolved in hot 2 M NaOH, filtered, neutralized (conc. HCl) and cooled to give 7-amino-4-oxo-3H-pyrido[4,3-d]pyrimidine (3.57 g, 69% from the nitrile) as a light brown solid 1H NMR (DMSO) δ 11.79 (1H, brs), 8.74 (IH, s), 7.97 (1H, s), 6.76 (2H, brs), 6.38 (1H, s). Starting materials: C(C)OC(CC=1C=C(C(=CC1)OCC1=CC=CC=C1)C1=C(C=C(C=C1)C(F)(F)F)C=O)=O ((6-benzyloxy-2′-formyl-4′-trifluoromethyl-biphenyl-3-yl)-acetic acid ethyl ester), C(C)N (ethylamine). Yields the product C(C)OC(CC=1C=C(C(=CC1)OCC1=CC=CC=C1)C1=C(C=C(C=C1)C(F)(F)F)CNCC)=O ((6-Benzyloxy-2′-ethylaminomethyl-4′-trifluoromethyl-biphenyl-3-yl)-acetic acid ethyl ester). As a reaction SMILES: [CH2:1]([O:3][C:4](=[O:32])[CH2:5][C:6]1[CH:7]=[C:8]([C:20]2[CH:25]=[CH:24][C:23]([C:26]([F:29])([F:28])[F:27])=[CH:22][C:21]=2[CH:30]=O)[C:9]([O:12][CH2:13][C:14]2[CH:19]=[CH:18][CH:17]=[CH:16][CH:15]=2)=[CH:10][CH:11]=1)[CH3:2].[CH2:33]([NH2:35])[CH3:34]>>[CH2:1]([O:3][C:4](=[O:32])[CH2:5][C:6]1[CH:7]=[C:8]([C:20]2[CH:25]=[CH:24][C:23]([C:26]([F:27])([F:28])[F:29])=[CH:22][C:21]=2[CH2:30][NH:35][CH2:33][CH3:34])[C:9]([O:12][CH2:13][C:14]2[CH:19]=[CH:18][CH:17]=[CH:16][CH:15]=2)=[CH:10][CH:11]=1)[CH3:2]. Procedure: Prepared according to the procedure described in Example 1, Step 5, using the following starting materials: (6-benzyloxy-2′-formyl-4′-trifluoromethyl-biphenyl-3-yl)-acetic acid ethyl ester and ethylamine (2M in THF).